From a dataset of the Open Reaction Database (ORD), a public repository of structured organic reaction records. describe an organic reaction: reactants, conditions, products, and yield Reactants: [OH-].[Na+] (sodium hydroxide), FC(C=1C=C(C(=O)Cl)C=C(C1)C(F)(F)F)(F)F (3,5-bis(trifluoromethyl)benzoyl chloride), [H-].[Al+3].[Li+].[H-].[H-].[H-] (Lithium aluminum hydride), C(C1=CC=CC=C1)N1C([C@H](NC(C1)=O)CC1=CC(=C(C=C1)O)OC)=O ((3R)-1-benzyl-3-(4-hydroxy-3-methoxybenzyl)piperazine-2,5-dione). Solvent: O (water), O1CCCC1 (tetrahydrofuran). Yields the product C(C1=CC=CC=C1)N1C[C@H](N(CC1)C(C1=CC(=CC(=C1)C(F)(F)F)C(F)(F)F)=O)CC1=CC(=C(C=C1)O)OC ((2R)-4-benzyl-1-[3,5-bis(trifluoromethyl)benzoyl]-2-(4-hydroxy-3-methoxybenzyl)piperazine), FC(C=1C=C(C(=O)[O-])C=C(C1)C(F)(F)F)(F)F (3,5-bis(trifluoromethyl)benzoate). Reaction SMILES: [H-].[Al+3].[Li+].[H-].[H-].[H-].[CH2:7]([N:14]1[CH2:19][C:18](=[O:20])[NH:17][C@H:16]([CH2:21][C:22]2[CH:27]=[CH:26][C:25]([OH:28])=[C:24]([O:29][CH3:30])[CH:23]=2)[C:15]1=O)[C:8]1[CH:13]=[CH:12][CH:11]=[CH:10][CH:9]=1.[OH-].[Na+].[F:34][C:35]([F:50])([F:49])[C:36]1[CH:37]=[C:38]([CH:42]=[C:43]([C:45]([F:48])([F:47])[F:46])[CH:44]=1)[C:39](Cl)=[O:40]>O1CCCC1.O>[CH2:7]([N:14]1[CH2:19][CH2:18][N:17]([C:39](=[O:40])[C:38]2[CH:37]=[C:36]([C:35]([F:50])([F:49])[F:34])[CH:44]=[C:43]([C:45]([F:48])([F:47])[F:46])[CH:42]=2)[C@H:16]([CH2:21][C:22]2[CH:27]=[CH:26][C:25]([OH:28])=[C:24]([O:29][CH3:30])[CH:23]=2)[CH2:15]1)[C:8]1[CH:9]=[CH:10][CH:11]=[CH:12][CH:13]=1.[F:34][C:35]([F:50])([F:49])[C:36]1[CH:37]=[C:38]([CH:42]=[C:43]([C:45]([F:48])([F:47])[F:46])[CH:44]=1)[C:39]([O-:20])=[O:40] |f:0.1.2.3.4.5,7.8|. Procedure details: Lithium aluminum hydride (614 mg) was added to a suspension of (3R)-1-benzyl-3-(4-hydroxy-3-methoxybenzyl)piperazine-2,5-dione (1.1 g) in tetrahydrofuran (40 ml) at room temperature. After being stirred under reflux for 5 hours, the reaction mixture was treated with 2N sodium hydroxide (5 ml) under nitrogen atmosphere. The whole mixture was diluted with water (40 ml) and thereto 3,5-bis(trifluoromethyl)benzoyl chloride (1.6 ml) was added dropwise under ice-cooling. After being stirred for 30 min... Reactants: CN1CCOCC1 (methylmorpholine), CN(C)C1=NC=CC=C1 (dimethylaminopyridine), propanephosphonic anhydride, C(C)(C)(C)NC(=O)C1=C(C(=NO1)C(C)C)C(=O)O (5-tert-butylaminocarbonyl-3-isopropylisoxazole-4-carboxylic acid). The solvent is C(C)(=O)OCC (ethyl acetate), ClCCl (dichloromethane), ClCCl (dichloromethane). Product: C(C)(C)(C)N1C(=O)C=2C(=NOC2C1=O)C(C)C (N-tert-butyl-3-isopropylisoxazole-4,5-dicarboximide). Yield: 86.8%. RXN SMILES: CN1CCOCC1.CN(C1C=CC=CN=1)C.[C:17]([NH:21][C:22]([C:24]1[O:28][N:27]=[C:26]([CH:29]([CH3:31])[CH3:30])[C:25]=1[C:32]([OH:34])=O)=[O:23])([CH3:20])([CH3:19])[CH3:18]>ClCCl.C(OCC)(=O)C>[C:17]([N:21]1[C:22](=[O:23])[C:24]2[O:28][N:27]=[C:26]([CH:29]([CH3:31])[CH3:30])[C:25]=2[C:32]1=[O:34])([CH3:20])([CH3:19])[CH3:18]. Reported procedure: 7.5 g (74.1 mmol) of methylmorpholine, 2.4 g (20 mmol) of dimethylaminopyridine and 17.4 g of a 50% strength solution of propanephosphonic anhydride (27.3 mmol) in dichloromethane were added dropwise in succession to 5.1 g (20 mmol) of 5-tert-butylaminocarbonyl-3-isopropylisoxazole-4-carboxylic acid in 200 ml of dichloromethane at -5° C., and the mixture was then refluxed for 6 hours. The solvent was stripped off under reduced pressure, the residue was taken up in 300 ml of ethyl acetate and the... Reactants: C(=O)(OC(C)(C)C)N1CCNCC1 (Boc-piperazine), IC1=C(C=CC=2C(OCC21)=O)CC=O ((4-iodo-1-oxo-1,3-dihydro-2-benzofuran-5-yl)acetaldehyde), C(C)(=O)O[BH-](OC(C)=O)OC(C)=O.[Na+] (sodium triacetoxyborohydride). Run in C(Cl)Cl (DCM), C(Cl)Cl (DCM). Conditions: time 8 hour. Yields the product C(C)(C)(C)OC(=O)N1CCN(CC1)CCC1=C(C2=C(C(OC2)=O)C=C1)I (tert-butyl-4-[2-(4-iodo-1-oxo-1,3-dihydro-2-benzofuran-5-yl)ethyl]piperazine-1-carboxylate). RXN SMILES: [I:1][C:2]1[C:10]2[CH2:9][O:8][C:7](=[O:11])[C:6]=2[CH:5]=[CH:4][C:3]=1[CH2:12][CH:13]=O.[C:15]([N:22]1[CH2:27][CH2:26][NH:25][CH2:24][CH2:23]1)([O:17][C:18]([CH3:21])([CH3:20])[CH3:19])=[O:16].C(O[BH-](OC(=O)C)OC(=O)C)(=O)C.[Na+]>C(Cl)Cl>[C:18]([O:17][C:15]([N:22]1[CH2:27][CH2:26][N:25]([CH2:13][CH2:12][C:3]2[CH:4]=[CH:5][C:6]3[C:7](=[O:11])[O:8][CH2:9][C:10]=3[C:2]=2[I:1])[CH2:24][CH2:23]1)=[O:16])([CH3:21])([CH3:19])[CH3:20] |f:2.3|. Procedure: The crude (4-iodo-1-oxo-1,3-dihydro-2-benzofuran-5-yl)acetaldehyde (1.2 g) was dissolved in DCM (40 mL). Boc-piperazine (1.1 g, 5.9 mmol) was added into the solution, followed by addition of sodium triacetoxyborohydride (4.2 g, 20 mmol). The reaction was allowed to stir at RT overnight. The reaction was diluted with DCM, washed with sodium bicarbonate and brine, dried over MgSO4, and purified by silica gel chromatography to furnish tert-butyl-4-[2-(4-iodo-1-oxo-1,3-dihydro-2-benzofuran-5-yl)ethy... Starting materials: Cl.CC1=NC2=C(N1)C=CC(=C2)C2=CN=C1C(=N2)N(C(N1)=O)CC1CCOCC1 (6-(2-Methyl-1H-benzo[d]imidazol-5-yl)-1-((tetrahydro-2H-pyran-4-yl)methyl)-1H-imidazo[4,5-b]pyrazin-2(3H)-one hydrochloride), CC1=NC2=C(N1C(=O)OC(C)(C)C)C=C(C=C2)[Sn](C)(C)C (tert-Butyl 2-methyl-6-(trimethylstannyl)-1H-benzo[d]imidazole-1-carboxylate), BrC1=CN=C2C(=N1)N(C(N2)=O)CC2CCOCC2 (6-bromo-1-((tetrahydro-2H-pyran-4-yl)methyl)-1H-imidazo[4,5-b]pyrazin-2(3H)-one). Reagents/catalysts: Cl[Pd]([P](C1=CC=CC=C1)(C2=CC=CC=C2)C3=CC=CC=C3)([P](C4=CC=CC=C4)(C5=CC=CC=C5)C6=CC=CC=C6)Cl (dichlorobis(triphenylphosphine)palladium(II)). Solvent: CN(C)C=O (DMF). Product: CC1=NC2=C(N1)C=CC(=C2)C2=CN=C1C(=N2)N(C(N1)=O)CC1CCOCC1 (6-(2-METHYL-1H-BENZO[D]IMIDAZOL-5-YL)-1-((TETRAHYDRO-2H-PYRAN-4-YL)METHYL)-1H-IMIDAZO[4,5-B]PYRAZIN-2(3H)-ONE). Yield: 6.5%. RXN SMILES: Cl.[CH3:2][C:3]1[NH:7][C:6]2[CH:8]=[CH:9][C:10]([C:12]3[N:17]=[C:16]4[N:18]([CH2:22][CH:23]5[CH2:28][CH2:27][O:26][CH2:25][CH2:24]5)[C:19](=[O:21])[NH:20][C:15]4=[N:14][CH:13]=3)=[CH:11][C:5]=2[N:4]=1.CC1N(C(OC(C)(C)C)=O)C2C=C([Sn](C)(C)C)C=CC=2N=1.BrC1N=C2N(CC3CCOCC3)C(=O)NC2=NC=1>CN(C=O)C.Cl[Pd](Cl)([P](C1C=CC=CC=1)(C1C=CC=CC=1)C1C=CC=CC=1)[P](C1C=CC=CC=1)(C1C=CC=CC=1)C1C=CC=CC=1>[CH3:2][C:3]1[NH:7][C:6]2[CH:8]=[CH:9][C:10]([C:12]3[N:17]=[C:16]4[N:18]([CH2:22][CH:23]5[CH2:28][CH2:27][O:26][CH2:25][CH2:24]5)[C:19](=[O:21])[NH:20][C:15]4=[N:14][CH:13]=3)=[CH:11][C:5]=2[N:4]=1 |f:0.1,^1:75,94|. Reported procedure: 6-(2-Methyl-1H-benzo[d]imidazol-5-yl)-1-((tetrahydro-2H-pyran-4-yl)methyl)-1H-imidazo[4,5-b]pyrazin-2(3H)-one hydrochloride. tert-Butyl 2-methyl-6-(trimethylstannyl)-1H-benzo[d]imidazole-1-carboxylate (120 mg, 0.30 mmol), 6-bromo-1-((tetrahydro-2H-pyran-4-yl)methyl)-1H-imidazo[4,5-b]pyrazin-2(3H)-one (See Example 101.B) (96 mg, 0.3 mmol), dichlorobis(triphenylphosphine)palladium(II) (21 mg, 0.03 mmol) in DMF (5 mL) were reacted for 1.5 h at 90° C. The product was purified by reverse-phase semi-p... The reactants are CN1CCCC1=O, CCN(C(C)C)C(C)C, NCc1ccc(Cl)cc1, Fc1cccc(F)n1, O. Yields the product Fc1cccc(NCc2ccc(Cl)cc2)n1. RXN SMILES: [CH3:28][N:29]1[CH2:30][CH2:31][CH2:32][C:33]1=[O:34].[CH:18]([N:19]([CH2:20][CH3:21])[CH:22]([CH3:23])[CH3:24])([CH3:25])[CH3:26].[Cl:9][c:10]1[cH:11][cH:12][c:13]([CH2:14][NH2:15])[cH:16][cH:17]1.[F:1][c:2]1[n:3][c:4]([F:8])[cH:5][cH:6][cH:7]1.[OH2:27]>>[c:2]1([NH:15][CH2:14][c:13]2[cH:12][cH:11][c:10]([Cl:9])[cH:17][cH:16]2)[n:3][c:4]([F:8])[cH:5][cH:6][cH:7]1. Starting materials: C(C)OC=1C=C2C(=CC=NC2=NC1C)O (6-ethoxy-7-methyl-1,8-naphthyridin-4-ol), P(=O)(Cl)(Cl)Cl (phosphorus oxychloride). Yields the product ClC1=C2C=C(C(=NC2=NC=C1)C)OCC (5-chloro-3-ethoxy-2-methyl-1,8-naphthyridine). RXN SMILES: [CH2:1]([O:3][C:4]1[CH:5]=[C:6]2[C:11](=[N:12][C:13]=1[CH3:14])[N:10]=[CH:9][CH:8]=[C:7]2O)[CH3:2].P(Cl)(Cl)([Cl:18])=O>>[Cl:18][C:7]1[CH:8]=[CH:9][N:10]=[C:11]2[C:6]=1[CH:5]=[C:4]([O:3][CH2:1][CH3:2])[C:13]([CH3:14])=[N:12]2. Procedure details: In a similar manner to Example B1, 6-ethoxy-7-methyl-1,8-naphthyridin-4-ol (2.15 g) and phosphorus oxychloride (25 ml) were heated at 60° C. for 1 hour to give 5-chloro-3-ethoxy-2-methyl-1,8-naphthyridine, m.p. 164° C. Run in CO (methanol). RXN SMILES: [N+:1]([C:4]1[CH:14]=[CH:13][C:12]2[CH:11]3CC[N:7]([CH2:8][CH2:9][CH2:10]3)[C:6]=2[CH:5]=1)([O-])=O.[C:17](O)(=O)[CH3:18]>CO.[Pd]>[CH:12]12[CH2:11][CH2:10][CH:9]([CH2:8][NH:7][CH2:6]1)[C:18]1[C:13]2=[CH:14][C:4]([NH2:1])=[CH:5][CH:17]=1. Yield: 89.0%. Procedure: 4-Nitro-1-aza-tricyclo[6.3.2.0*2,7*]trideca-2(7),3,5-triene (250 mg, 1.15 mmol) was placed in methanol (10 mL) and acetic acid (0.2 mL). 10% Palladium on carbon (6.8 mg) was then added. The reaction was hydrogenated at 50 psi for 3 hours. The mixture was then filtered through celite and concentrated under reduced pressure. The residue was taken up in toluene (20 mL) and concentrated under reduced pressure to obtain 10-aza-tricyclo[6.3.2.0*2,7*]trideca-2,4,6-trien-4-ylamine as a light brown oil (... Reagents/catalysts: [Pd] (Palladium on carbon). Run at time 3 hour. Yields the product C12C3=CC(=CC=C3C(CNC1)CC2)N (10-aza-tricyclo[6.3.2.0*2,7*]trideca-2,4,6-trien-4-ylamine). Starting materials: [N+](=O)([O-])C1=CC=2N3CCCC(C2C=C1)CC3 (4-Nitro-1-aza-tricyclo[6.3.2.0*2,7*]trideca-2(7),3,5-triene), C(C)(=O)O (acetic acid).